This data is from the Open Reaction Database (ORD), a public repository of structured organic reaction records. The task is: describe an organic reaction: reactants, conditions, products, and yield Reactants: NC=1SC2=C(N1)C=CC(=C2)C=O (2-aminobenzo[d]thiazole-6-carbaldehyde), FC1=CC=C(C=C1)C(S(=O)(=O)C1=CC=C(C=C1)C)[N+]#[C-] (1-((4-fluorophenyl)(isocyano)methylsulfonyl)-4-methylbenzene), C(=O)([O-])[O-].[K+].[K+] (K2CO3). Solvent: CCO (EtOH). Product: FC1=CC=C(C=C1)C=1N=COC1C1=CC2=C(N=C(S2)N)C=C1 (6-(4-(4-fluorophenyl)oxazol-5-yl)benzo[d]thiazol-2-amine). The yield is 86.1%. RXN SMILES: [NH2:1][C:2]1[S:3][C:4]2[CH:10]=[C:9]([CH:11]=[O:12])[CH:8]=[CH:7][C:5]=2[N:6]=1.[F:13][C:14]1[CH:19]=[CH:18][C:17]([CH:20]([N+:31]#[C-:32])S(C2C=CC(C)=CC=2)(=O)=O)=[CH:16][CH:15]=1.C([O-])([O-])=O.[K+].[K+]>CCO>[F:13][C:14]1[CH:19]=[CH:18][C:17]([C:20]2[N:31]=[CH:32][O:12][C:11]=2[C:9]2[CH:8]=[CH:7][C:5]3[N:6]=[C:2]([NH2:1])[S:3][C:4]=3[CH:10]=2)=[CH:16][CH:15]=1 |f:2.3.4|. Procedure: A solution of 2-aminobenzo[d]thiazole-6-carbaldehyde (0.91 g, 5.11 mmol, 1.0 eq.), 1-((4-fluorophenyl)(isocyano)methylsulfonyl)-4-methylbenzene (2.20 g, 7.60 mmol, 1.5 eq.), and K2CO3 (1.34 g, 9.70 mmol, 1.9 eq.) in EtOH (51 mL) was refluxed for 4 h. After cooling to room temperature, the reaction mixture was concentrated in vacuo, and the residue was taken up in CH2Cl2 and saturated aqueous NaHCO3. After separation of the layers, the aqueous layer was extracted with CH2Cl2 (2×). The organic lay... Starting materials: NC(CC(C(=O)OCC)C)C1=C(C=CC=C1F)OCC (ethyl 4-amino-4-(2-ethoxy-6-fluorophenyl)-2-methylbutanoate), FC=1C=C(C=O)C=CC1OC(F)(F)F (3-fluoro-4-(trifluoromethoxy)benzaldehyde). Yields the product C(C)OC1=C(C(=CC=C1)F)C1CC(C(N1CC1=CC(=C(C=C1)OC(F)(F)F)F)=O)C (5-(2-ethoxy-6-fluorophenyl)-1-(3-fluoro-4-(trifluoromethoxy)benzyl)-3-methylpyrrolidin-2-one). RXN SMILES: [NH2:1][CH:2]([C:11]1[C:16]([F:17])=[CH:15][CH:14]=[CH:13][C:12]=1[O:18][CH2:19][CH3:20])[CH2:3][CH:4]([CH3:10])[C:5]([O:7]CC)=O.[F:21][C:22]1[CH:23]=[C:24]([CH:27]=[CH:28][C:29]=1[O:30][C:31]([F:34])([F:33])[F:32])[CH:25]=O>>[CH2:19]([O:18][C:12]1[CH:13]=[CH:14][CH:15]=[C:16]([F:17])[C:11]=1[CH:2]1[N:1]([CH2:25][C:24]2[CH:27]=[CH:28][C:29]([O:30][C:31]([F:32])([F:33])[F:34])=[C:22]([F:21])[CH:23]=2)[C:5](=[O:7])[CH:4]([CH3:10])[CH2:3]1)[CH3:20]. Reported procedure: Prepared according to the described general procedure 2 (GP2) by reaction of ethyl 4-amino-4-(2-ethoxy-6-fluorophenyl)-2-methylbutanoate with commercially available 3-fluoro-4-(trifluoromethoxy)benzaldehyde. Subsequent purification by preparative HPLC afforded the target compound. LC-MS (conditions A): tR=0.98 min.; [M+H]+: 429.97 g/mol. Starting materials: C(C)(C)(C)OC(=O)N[C@@H](CC(=O)N1CC(CCC1)C1=NC2=C(N1CCCOC)C=C(C=C2)C(=O)OC)CC2=CC1=CC=CC=C1C=C2 (Methyl 2-(1-((R)-3-(tert-butoxycarbonylamino)-4-(naphthalen-2-yl)butanoyl)piperidin-3-yl)-1-(3-methoxypropyl)-1H-benzo[d]imidazole-6-carboxylate), TEA. Solvent: C(Cl)Cl (DCM). Run at time 1 hour. The product is N[C@@H](CC(=O)N1CC(CCC1)C1=NC2=C(N1CCCOC)C=C(C=C2)C(=O)OC)CC2=CC1=CC=CC=C1C=C2 (methyl 2-(1-((R)-3-amino-4-(naphthalen-2-yl)butanoyl)piperidin-3-yl)-1-(3-methoxypropyl)-1H-benzo[d]imidazole-6-carboxylate). The yield is 22.7%. RXN SMILES: C(OC([NH:8][C@H:9]([CH2:37][C:38]1[CH:47]=[CH:46][C:45]2[C:40](=[CH:41][CH:42]=[CH:43][CH:44]=2)[CH:39]=1)[CH2:10][C:11]([N:13]1[CH2:18][CH2:17][CH2:16][CH:15]([C:19]2[N:23]([CH2:24][CH2:25][CH2:26][O:27][CH3:28])[C:22]3[CH:29]=[C:30]([C:33]([O:35][CH3:36])=[O:34])[CH:31]=[CH:32][C:21]=3[N:20]=2)[CH2:14]1)=[O:12])=O)(C)(C)C>C(Cl)Cl>[NH2:8][C@H:9]([CH2:37][C:38]1[CH:47]=[CH:46][C:45]2[C:40](=[CH:41][CH:42]=[CH:43][CH:44]=2)[CH:39]=1)[CH2:10][C:11]([N:13]1[CH2:18][CH2:17][CH2:16][CH:15]([C:19]2[N:23]([CH2:24][CH2:25][CH2:26][O:27][CH3:28])[C:22]3[CH:29]=[C:30]([C:33]([O:35][CH3:36])=[O:34])[CH:31]=[CH:32][C:21]=3[N:20]=2)[CH2:14]1)=[O:12]. Procedure: Methyl 2-(1-((R)-3-(tert-butoxycarbonylamino)-4-(naphthalen-2-yl)butanoyl)piperidin-3-yl)-1-(3-methoxypropyl)-1H-benzo[d]imidazole-6-carboxylate (43D) (0.22 mmol, 140 mg) in DCM (10 mL) was added TEA (2 mL). The reaction solution was stirred at rt for 1 hr and then concentrated in vacuo. The residue was purified by preparative LC/MS (20-50% CH3CN in H2O) to afford methyl 2-(14(R)-3-amino-4-(naphthalen-2-yl)butanoyl)piperidin-3-yl)-1-(3-methoxypropyl)-1H-benzo[d]imidazole-6-carboxylate (111) (0.0... The reactants are O=C1CCCc2ccccc21, CCO, NO, O. The product is ON=C1CCCc2ccccc21. RXN SMILES: [C:1]1(=[O:11])[CH2:2][CH2:3][CH2:4][c:5]2[cH:6][cH:7][cH:8][cH:9][c:10]21.[CH3:14][CH2:15][OH:16].[NH2:12][OH:13].[OH2:17]>>[C:1]1(=[N:12][OH:13])[CH2:2][CH2:3][CH2:4][c:5]2[cH:6][cH:7][cH:8][cH:9][c:10]21. Reactants: O=C(Cl)c1cccnc1, ClCCl, CC(C)(C)OC(=O)Cc1ccc(Oc2ccc(NC(=O)c3ccc(Cl)c(Cl)c3)cc2)c(CN)c1, O, c1ccncc1. Product: CC(C)(C)OC(=O)Cc1ccc(Oc2ccc(NC(=O)c3ccc(Cl)c(Cl)c3)cc2)c(CNC(=O)c2cccnc2)c1. As a reaction SMILES: [C:41]([c:42]1[cH:43][n:44][cH:45][cH:46][cH:47]1)(=[O:48])[Cl:49].[CH2:50]([Cl:51])[Cl:52].[NH2:1][CH2:2][c:3]1[cH:4][c:5]([CH2:27][C:28](=[O:29])[O:30][C:31]([CH3:32])([CH3:33])[CH3:34])[cH:6][cH:7][c:8]1[O:9][c:10]1[cH:11][cH:12][c:13]([NH:16][C:17]([c:18]2[cH:19][c:20]([Cl:25])[c:21]([Cl:24])[cH:22][cH:23]2)=[O:26])[cH:14][cH:15]1.[OH2:53].[cH:35]1[cH:36][cH:37][n:38][cH:39][cH:40]1>>[NH:1]([CH2:2][c:3]1[cH:4][c:5]([CH2:27][C:28](=[O:29])[O:30][C:31]([CH3:32])([CH3:33])[CH3:34])[cH:6][cH:7][c:8]1[O:9][c:10]1[cH:11][cH:12][c:13]([NH:16][C:17]([c:18]2[cH:19][c:20]([Cl:25])[c:21]([Cl:24])[cH:22][cH:23]2)=[O:26])[cH:14][cH:15]1)[C:41]([c:42]1[cH:43][n:44][cH:45][cH:46][cH:47]1)=[O:48]. Reactants: FC=1C=C(C=CC1N1CC(C1)OC)[N+](=O)[O-] (3-fluoro-4-(3-methoxy-1-azetidinyl)nitrobenzene), C(=O)[O-].[NH4+] (ammonium formate), C([O-])([O-])=O.[K+].[K+] (potassium carbonate), ClC(=O)OCC1=CC=CC=C1 (benzyl chloroformate). Reagents/catalysts: [Pd] (palladium on carbon). The solvent is CO.O1CCCC1 (methanol tetrahydrofuran), C(C)#N.C(Cl)(Cl)Cl (acetonitrile chloroform). Conditions: time 20 minute. The product is C(=O)(OCC1=CC=CC=C1)NC1=CC(=C(C=C1)N1CC(C1)OC)F (N-(carbobenzyloxy)-3-fluoro-4-(3-methoxy-1-azetidinyl)aniline). Isolated yield 56.5%. As a reaction SMILES: [F:1][C:2]1[CH:3]=[C:4]([N+:14]([O-])=O)[CH:5]=[CH:6][C:7]=1[N:8]1[CH2:11][CH:10]([O:12][CH3:13])[CH2:9]1.C([O-])=O.[NH4+].C(=O)([O-])[O-].[K+].[K+].Cl[C:28]([O:30][CH2:31][C:32]1[CH:37]=[CH:36][CH:35]=[CH:34][CH:33]=1)=[O:29]>[Pd].C(#N)C.C(Cl)(Cl)Cl.CO.O1CCCC1>[C:28]([NH:14][C:4]1[CH:5]=[CH:6][C:7]([N:8]2[CH2:11][CH:10]([O:12][CH3:13])[CH2:9]2)=[C:2]([F:1])[CH:3]=1)([O:30][CH2:31][C:32]1[CH:37]=[CH:36][CH:35]=[CH:34][CH:33]=1)=[O:29] |f:1.2,3.4.5,8.9,10.11|. Reported procedure: A solution of 3-fluoro-4-(3-methoxy-1-azetidinyl)nitrobenzene (1.50 g, 6.64 mmol) in 1:1 methanol/tetrahydrofuran (35 mL) was treated with 10% palladium on carbon and then ammonium formate (1.26 g, 19.9 mmol) at room temperature. After 20 min the color of the reaction mixture changed from yellow to colorless. The reaction mixture was filtered through Celite® and the filtrate concentrated under reduced pressure. The recovered oil was immediately dissolved in 3:1 acetone/water (25 mL) and treated ... The reactants are COCCC1(CCN(CC1)C(=O)OC(C)(C)C)COC (tert-butyl 4-(2-methoxyethyl)-4-(methoxymethyl)piperidine-1-carboxylate), Cl (HCl). Run in CCOC(=O)C (EtOAc). Run at time 3 hour. The product is Cl.COCCC1(CCNCC1)COC (4-(2-methoxyethyl)-4-(methoxymethyl)piperidine hydrochloride). RXN SMILES: [CH3:1][O:2][CH2:3][CH2:4][C:5]1([CH2:18][O:19][CH3:20])[CH2:10][CH2:9][N:8](C(OC(C)(C)C)=O)[CH2:7][CH2:6]1.[ClH:21]>CCOC(C)=O>[ClH:21].[CH3:1][O:2][CH2:3][CH2:4][C:5]1([CH2:18][O:19][CH3:20])[CH2:6][CH2:7][NH:8][CH2:9][CH2:10]1 |f:3.4|. Reported procedure: To a solution of tert-butyl 4-(2-methoxyethyl)-4-(methoxymethyl)piperidine-1-carboxylate (400 mg) in EtOAc (7 ml) was added 1 N HCl (7 ml) under ice bath cooling, and the mixture was stirred at ambient temperature for 3 hours. The reaction mixture was concentrated in vacuo to give 4-(2-methoxyethyl)-4-(methoxymethyl)piperidine hydrochloride (260 mg) as a white powder. The obtained crude product was used in next reaction without further purification. The reactants are CCO, [NH-]S(=O)(=O)c1c(F)cccc1F, N#CO[K]. The product is NC(=O)NS(=O)(=O)c1c(F)cccc1F. RXN SMILES: [CH3:17][CH2:18][OH:19].[F:1][c:2]1[c:3]([S:9](=[O:10])(=[O:11])[NH-:12])[c:4]([F:8])[cH:5][cH:6][cH:7]1.[K:13][O:14][C:15]#[N:16]>>[F:1][c:2]1[c:3]([S:9](=[O:10])(=[O:11])[NH:12][C:15](=[O:14])[NH2:16])[c:4]([F:8])[cH:5][cH:6][cH:7]1.